Dataset: the Open Reaction Database (ORD), a public repository of structured organic reaction records. Task: describe an organic reaction: reactants, conditions, products, and yield Reactants: [OH-].[Na+] (sodium hydroxide), IC1=CC=C(C=C1)O (4-iodophenol), ClCCOCCCl (1,5-dichloro-3-oxapentane). The solvent is C(CCC)O (n-butanol), C(CCC)O (n-butanol). Product: IC1=CC=C(OCCOCCOC2=CC=C(C=C2)I)C=C1 (1,5-bis(4-iodophenoxy)-3-oxapentane). RXN SMILES: [OH-:1].[Na+].[I:3][C:4]1[CH:9]=[CH:8][C:7]([OH:10])=[CH:6][CH:5]=1.Cl[CH2:12][CH2:13][O:14][CH2:15][CH2:16]Cl>C(O)CCC>[I:3][C:4]1[CH:9]=[CH:8][C:7]([O:10][CH2:12][CH2:13][O:14][CH2:15][CH2:16][O:1][C:7]2[CH:8]=[CH:9][C:4]([I:3])=[CH:5][CH:6]=2)=[CH:6][CH:5]=1 |f:0.1|. Procedure details: A mixture prepared by adding 3.08 g of sodium hydroxide and 40 ml of n-butanol to 15.4 g of 4-iodophenol was refluxed. 2 ml of n-butanol solution of 5.01 g of 1,5-dichloro-3-oxapentane was added dropwise to the above prepared mixture over a period of 5 minutes. The reactants are CCOCCOc1cc(C)c(-c2cccc(COc3ccc(C=CC(=O)OC)cc3)c2)c(C)c1, CN(N=O)C(=N)N[N+](=O)[O-], CCOCC, CC(=O)O, [K+], C=[N+]=[N-], CC(=O)[O-], CC(=O)[O-], C1CCOC1, [OH-], [Pd+2]. Yields the product CCOCCOc1cc(C)c(-c2cccc(COc3ccc(C4CC4C(=O)OC)cc3)c2)c(C)c1. As a reaction SMILES: [CH2:1]([CH3:2])[O:3][CH2:4][CH2:5][O:6][c:7]1[cH:8][c:9]([CH3:34])[c:10](-[c:14]2[cH:15][c:16]([CH2:20][O:21][c:22]3[cH:23][cH:24][c:25]([CH:28]=[CH:29][C:30](=[O:31])[O:32][CH3:33])[cH:26][cH:27]3)[cH:17][cH:18][cH:19]2)[c:11]([CH3:13])[cH:12]1.[CH3:38][N:39]([N:40]=[O:41])[C:42]([NH:43][N+:44]([O-:45])=[O:46])=[NH:47].[CH3:55][CH2:56][O:57][CH2:58][CH3:59].[CH3:69][C:70](=[O:71])[OH:72].[K+:49].[N+:35](=[N-:36])=[CH2:37].[O-:61][C:62]([CH3:63])=[O:64].[O-:65][C:66]([CH3:67])=[O:68].[O:50]1[CH2:51][CH2:52][CH2:53][CH2:54]1.[OH-:48].[Pd+2:60]>>[CH2:1]([CH3:2])[O:3][CH2:4][CH2:5][O:6][c:7]1[cH:8][c:9]([CH3:34])[c:10](-[c:14]2[cH:15][c:16]([CH2:20][O:21][c:22]3[cH:23][cH:24][c:25]([CH:28]4[CH:29]([C:30](=[O:31])[O:32][CH3:33])[CH2:37]4)[cH:26][cH:27]3)[cH:17][cH:18][cH:19]2)[c:11]([CH3:13])[cH:12]1. Reactants: COCCOCCOCc1cc(C(=O)OC(C)(C)C)nn1CC(=O)Nc1ccc(Cl)cn1, Cc1ccccc1, ClCCl, O=C(O)C(F)(F)F. The product is COCCOCCOCc1cc(C(=O)O)nn1CC(=O)Nc1ccc(Cl)cn1. RXN SMILES: [C:1]([CH3:2])([CH3:3])([CH3:4])[O:5][C:6](=[O:7])[c:8]1[n:9][n:10]([CH2:22][C:23]([NH:24][c:25]2[n:26][cH:27][c:28]([Cl:31])[cH:29][cH:30]2)=[O:32])[c:11]([CH2:13][O:14][CH2:15][CH2:16][O:17][CH2:18][CH2:19][O:20][CH3:21])[cH:12]1.[CH3:33][c:34]1[cH:35][cH:36][cH:37][cH:38][cH:39]1.[Cl:40][CH2:41][Cl:42].[F:43][C:44]([F:45])([F:46])[C:47]([OH:48])=[O:49]>>[O:5]=[C:6]([OH:7])[c:8]1[n:9][n:10]([CH2:22][C:23]([NH:24][c:25]2[n:26][cH:27][c:28]([Cl:31])[cH:29][cH:30]2)=[O:32])[c:11]([CH2:13][O:14][CH2:15][CH2:16][O:17][CH2:18][CH2:19][O:20][CH3:21])[cH:12]1. Starting materials: COc1ccc2c(OCCn3cc(Br)ccc3=O)ccnc2c1, O=C([O-])[O-], CNCCNC, Cc1ccccc1, [Cs+], [Cs+], [Cu]I, [NH4+], O=C1CCCN1, [OH-]. Yields the product COc1ccc2c(OCCn3cc(N4CCCC4=O)ccc3=O)ccnc2c1. Reaction SMILES: [Br:1][c:2]1[cH:3][cH:4][c:5](=[O:23])[n:6]([CH2:8][CH2:9][O:10][c:11]2[cH:12][cH:13][n:14][c:15]3[cH:16][c:17]([O:21][CH3:22])[cH:18][cH:19][c:20]23)[cH:7]1.[C:36](=[O:37])([O-:38])[O-:39].[CH3:24][NH:25][CH2:26][CH2:27][NH:28][CH3:29].[CH3:46][c:47]1[cH:48][cH:49][cH:50][cH:51][cH:52]1.[Cs+:40].[Cs+:41].[Cu:44][I:45].[NH4+:43].[NH:30]1[C:31](=[O:35])[CH2:32][CH2:33][CH2:34]1.[OH-:42]>>[c:2]1([N:30]2[C:31](=[O:35])[CH2:32][CH2:33][CH2:34]2)[cH:3][cH:4][c:5](=[O:23])[n:6]([CH2:8][CH2:9][O:10][c:11]2[cH:12][cH:13][n:14][c:15]3[cH:16][c:17]([O:21][CH3:22])[cH:18][cH:19][c:20]23)[cH:7]1. Reactants: BrCC1=NC2=CC(=CC=C2C=C1)Cl (2-bromomethyl-7-chloroquinoline), P(OCC)(OCC)OCC (triethyl phosphite), ethyl acetate-light petroleum. The solvent is C1(=CC=CC=C1)C (toluene). Product: BrCC1=NC2=CC=CC=C2C=C1 (2-bromomethylquinoline). The yield is 13.8%. RXN SMILES: [Br:1][CH2:2][C:3]1[CH:12]=[CH:11][C:10]2[C:5](=[CH:6][C:7](Cl)=[CH:8][CH:9]=2)[N:4]=1.P(OCC)(OCC)OCC>C1(C)C=CC=CC=1>[Br:1][CH2:2][C:3]1[CH:12]=[CH:11][C:10]2[C:5](=[CH:6][CH:7]=[CH:8][CH:9]=2)[N:4]=1. Reported procedure: A magnetically stirred solution of 2-bromomethyl-7-chloroquinoline (1.0 g, 3.91 mmol) and triethyl phosphite (0.74 g, 4.45 mmol) in dry toluene (10.0 ml) was heated under reflux for 24 h. The cooled solution was adsorbed onto a quantity of silica (ca. 5.0 g) and column chromatography (ethyl acetate-light petroleum (b.p. 40-60° C.), 1:4) provided unreacted 2-bromomethylquinoline (0.12 g, 0.469 mmol-12%) as brown crystals. Further elution (ethyl acetate) secured the title compound (0.88 g, 72%) as... Reaction SMILES: [Br:1][c:2]1[cH:3][cH:4][c:5](-[n:8]2[n:9][c:10](-[c:13]3[n:14][cH:15][cH:16][cH:17][cH:18]3)[n:11][n:12]2)[cH:6][cH:7]1.[C:19](=[O:20])([O-:21])[O-:22].[CH2:42]1[O:43][CH2:44][CH2:45][CH2:46]1.[CH3:35][O:36][CH2:37][CH2:38][O:39][CH3:40].[ClH:34].[K+:23].[K+:24].[OH2:41].[n:25]1[cH:26][cH:27][c:28]([B:31]([OH:32])[OH:33])[cH:29][cH:30]1>>[c:2]1(-[c:28]2[cH:27][cH:26][n:25][cH:30][cH:29]2)[cH:3][cH:4][c:5](-[n:8]2[n:9][c:10](-[c:13]3[n:14][cH:15][cH:16][cH:17][cH:18]3)[n:11][n:12]2)[cH:6][cH:7]1. Reactants: Brc1ccc(-n2nnc(-c3ccccn3)n2)cc1, O=C([O-])[O-], C1CCOC1, COCCOC, Cl, [K+], [K+], O, OB(O)c1ccncc1. Yields the product c1ccc(-c2nnn(-c3ccc(-c4ccncc4)cc3)n2)nc1. Starting materials: CN(C#N)c1ccccc1CBr, CN(C)C=O, [H-], [Na+], Cc1ccccc1O. Product: Cc1ccccc1OCc1ccccc1N(C)C#N. As a reaction SMILES: [Br:11][CH2:12][c:13]1[c:14]([N:19]([C:20]#[N:21])[CH3:22])[cH:15][cH:16][cH:17][cH:18]1.[CH3:23][N:24]([CH3:25])[CH:26]=[O:27].[H-:1].[Na+:2].[c:3]1([CH3:10])[cH:4][cH:5][cH:6][cH:7][c:8]1[OH:9]>>[c:3]1([CH3:10])[cH:4][cH:5][cH:6][cH:7][c:8]1[O:9][CH2:12][c:13]1[c:14]([N:19]([C:20]#[N:21])[CH3:22])[cH:15][cH:16][cH:17][cH:18]1.